This data is from the Open Reaction Database (ORD), a public repository of structured organic reaction records. The task is: describe an organic reaction: reactants, conditions, products, and yield Reactants: BrC=1C(=NC2=CC=C(C=C2N1)C(=O)OC)C1=CC=CC=C1 (methyl 3-bromo-2-phenylquinoxaline-6-carboxylate), OCC1=CC=C(C=C1)B(O)O (4-(hydroxymethyl)phenylboronic acid). The product is OCC1=CC=C(C=C1)C=1C(=NC2=CC=C(C=C2N1)C(=O)O)C1=CC=CC=C1 (3-(4-(hydroxymethyl)phenyl)-2-phenylquinoxaline-6-carboxylic acid). Yield: 77.4%. Reaction SMILES: Br[C:2]1[C:3]([C:16]2[CH:21]=[CH:20][CH:19]=[CH:18][CH:17]=2)=[N:4][C:5]2[C:10]([N:11]=1)=[CH:9][C:8]([C:12]([O:14]C)=[O:13])=[CH:7][CH:6]=2.[OH:22][CH2:23][C:24]1[CH:29]=[CH:28][C:27](B(O)O)=[CH:26][CH:25]=1>>[OH:22][CH2:23][C:24]1[CH:29]=[CH:28][C:27]([C:2]2[C:3]([C:16]3[CH:21]=[CH:20][CH:19]=[CH:18][CH:17]=3)=[N:4][C:5]3[C:10]([N:11]=2)=[CH:9][C:8]([C:12]([OH:14])=[O:13])=[CH:7][CH:6]=3)=[CH:26][CH:25]=1. Procedure: The product was obtained via a Suzuki coupling reaction using the method previously shown in Example 20, Step 3, using methyl 3-bromo-2-phenylquinoxaline-6-carboxylate (100 mg, 0.29 mmol, 1.00 equiv) and 4-(hydroxymethyl)phenylboronic acid (66.12 mg, 0.43 mmol, 1.50 equiv) as reactants. Purification via silica gel column (dichloromethane/methanol (10:1)) afforded 80 mg (76%) of 3-(4-(hydroxymethyl)phenyl)-2-phenylquinoxaline-6-carboxylic acid as a light yellow solid. Starting materials: ClC1=C(C=CC=C1)CC(CCCC(=O)O)=O (6-(2'-chlorophenyl)-5-ketohexanoic acid), S(O)(O)(=O)=O (sulfuric acid). The solvent is ice water. Reaction conditions: temperature 120 celsius. Product: ClC1=C(C=CC=C1)C1C(CCCC1=O)=O (2-(2'-chlorophenyl)-1,3-cyclohexanedione). Isolated yield 63.2%. As a reaction SMILES: [Cl:1][C:2]1[CH:7]=[CH:6][CH:5]=[CH:4][C:3]=1[CH2:8][C:9](=[O:16])[CH2:10][CH2:11][CH2:12][C:13](O)=[O:14].S(=O)(=O)(O)O>>[Cl:1][C:2]1[CH:7]=[CH:6][CH:5]=[CH:4][C:3]=1[CH:8]1[C:9](=[O:16])[CH2:10][CH2:11][CH2:12][C:13]1=[O:14]. Procedure: A 500 ml round bottom flask was charged with 10.0 g (0.0416 mol) of 6-(2'-chlorophenyl)-5-ketohexanoic acid and 100 ml of 72% sulfuric acid. The reaction mixture was stirred and heated to 120° C. for 51/2 hours (oil bath), then poured into 600 ml of an ice water mixture. A tacky, white solid formed, and this was extracted into 300 ml of methylene chloride. The CH2Cl2 solution was washed six times with water, dried over anhydrous MgSO4 and stripped to leave 8.87 g of a tacky, white solid. This ma... Starting materials: OC(C(=O)O)(C1=CSC=C1)C1=CC=CC=C1 (2-hydroxy-2-phenyl-2-(thiophen-3-yl)acetic acid), N12CCCCCC2=NCCC1 (1,8-diazabicyclo[5.4.0]undec-7-ene), S(=O)(=O)(C1=CC=C(C)C=C1)OCC1CCN(CC1)C(=O)OC(C)(C)C (tert-butyl 4-(tosyloxymethyl)piperidine-1-carboxylate). Solvent: C1(=CC=CC=C1)C (toluene), CN(C=O)C (dimethyl formamide), CN(C=O)C (dimethyl formamide), C1(=CC=CC=C1)C (toluene). Conditions: temperature 100 celsius. The product is OC(C(=O)OCC1CCN(CC1)C(=O)OC(C)(C)C)(C1=CSC=C1)C1=CC=CC=C1 (tert-Butyl 4-((2-hydroxy-2-phenyl-2-(thiophen-3-yl)acetyloxy)-methyl)piperidine-1-carboxylate). Isolated yield 79.2%. As a reaction SMILES: [OH:1][C:2]([C:11]1[CH:16]=[CH:15][CH:14]=[CH:13][CH:12]=1)([C:6]1[CH:10]=[CH:9][S:8][CH:7]=1)[C:3]([OH:5])=[O:4].N12CCCN=C1CCCCC2.S(O[CH2:39][CH:40]1[CH2:45][CH2:44][N:43]([C:46]([O:48][C:49]([CH3:52])([CH3:51])[CH3:50])=[O:47])[CH2:42][CH2:41]1)(C1C=CC(C)=CC=1)(=O)=O>C1(C)C=CC=CC=1.CN(C)C=O>[OH:1][C:2]([C:11]1[CH:16]=[CH:15][CH:14]=[CH:13][CH:12]=1)([C:6]1[CH:10]=[CH:9][S:8][CH:7]=1)[C:3]([O:5][CH2:39][CH:40]1[CH2:45][CH2:44][N:43]([C:46]([O:48][C:49]([CH3:50])([CH3:52])[CH3:51])=[O:47])[CH2:42][CH2:41]1)=[O:4]. Procedure details: To a stirred solution of 2-hydroxy-2-phenyl-2-(thiophen-3-yl)acetic acid (0.75 g, 3.197 mmol) in toluene (4 mL) and dimethyl formamide (0.4 mL), 1,8-diazabicyclo[5.4.0]undec-7-ene (735 μL, 4.919 mmol) was added followed by tert-butyl 4-(tosyloxymethyl)piperidine-1-carboxylate (0.909 g, 2.459 mmol) in toluene (3.5 ml) and dimethyl formamide (0.35 mL). The reaction mixture was heated at 100° C. overnight. After this time, the reaction mixture was cooled to RT and concentrated in vacuo. The crude m... Product: COc1cc(F)c(C(=O)CCl)c(OC)c1. The reactants are [Al+3], COc1cc(F)cc(OC)c1, [Cl-], [Cl-], [Cl-], O=C(Cl)CCl, CC(Cl)Cl. RXN SMILES: [Al+3:18].[CH3:1][O:2][c:3]1[cH:4][c:5]([F:11])[cH:6][c:7]([O:9][CH3:10])[cH:8]1.[Cl-:17].[Cl-:19].[Cl-:20].[Cl:12][CH2:13][C:14](=[O:15])[Cl:16].[Cl:21][CH:22]([Cl:23])[CH3:24]>>[CH3:1][O:2][c:3]1[cH:4][c:5]([F:11])[c:6]([C:14]([CH2:13][Cl:12])=[O:15])[c:7]([O:9][CH3:10])[cH:8]1. Reactants: CC=1C=2N(CCN1)C(=CC2)C2=CC=CC=C2 (3,4-Dihydro-1-methyl-6-phenylpyrrolo[1,2-a]pyrazine), C(\C=C\C(=O)O)(=O)O (fumaric acid), [BH4-].[Na+] (sodium borohydride), saturated solution. The solvent is CO (methanol), O (water), C(C)O (ethanol). The product is C(\C=C\C(=O)O)(=O)O.CC1C=2N(CCN1)C(=CC2)C2=CC=CC=C2 (1,2,3,4-tetrahydro-1-methyl-6-phenylpyrrolo[1,2-a]pyrazine fumarate). Isolated yield 37.0%. Reaction SMILES: [CH3:1][C:2]1[C:3]2[N:4]([C:8]([C:11]3[CH:16]=[CH:15][CH:14]=[CH:13][CH:12]=3)=[CH:9][CH:10]=2)[CH2:5][CH2:6][N:7]=1.[BH4-].[Na+].[C:19]([OH:26])(=[O:25])/[CH:20]=[CH:21]/[C:22]([OH:24])=[O:23]>CO.O.C(O)C>[C:19]([OH:26])(=[O:25])/[CH:20]=[CH:21]/[C:22]([OH:24])=[O:23].[CH3:1][CH:2]1[NH:7][CH2:6][CH2:5][N:4]2[C:8]([C:11]3[CH:12]=[CH:13][CH:14]=[CH:15][CH:16]=3)=[CH:9][CH:10]=[C:3]12 |f:1.2,7.8|. Procedure details: 3,4-Dihydro-1-methyl-6-phenylpyrrolo[1,2-a]pyrazine (1.1 g) was dissolved in a mixture of 50 ml of methanol and 5 ml of water under argon. The solution was treated portionwise with 0.9 g of sodium borohydride while stirring and stirred at room temperature overnight. Thereafter, the methanol was removed in a vacuum, the residue was taken up in 100 ml of methylene chloride and washed with 100 ml of 10% ammonia solution. The phases were separated and the aqueous phase was extracted twice with 50 ml... The reactants are N#N.Cl.COC([C@@H](NS(=O)(=O)C1=CC2=CC=C(C=C2C=C1)OC)CCCNC(N)=N)=O (N2 (6-methoxy-2-naphthalene-sulfonyl)-L-arginine methyl ester hydrochloride), C(CCC)N (butylamine), C(C)OCC (ethyl ether). Run in C(C)(=O)O (acetic acid). Conditions: time 2 day. Yields the product N#N.C(C)(=O)O.COC=1C=C2C=CC(=CC2=CC1)S(=O)(=O)N[C@@H](CCCNC(N)=N)C(=O)NCCCC (N2 (6-methoxy-2-naphthalenesulfonyl)-N-butyl-L-argininamide acetate). Yield: 74.0%. As a reaction SMILES: [N:1]#[N:2].Cl.C[O:5][C:6](=[O:31])[C@H:7]([CH2:24][CH2:25][CH2:26][NH:27][C:28](=[NH:30])[NH2:29])[NH:8][S:9]([C:12]1[CH:21]=[CH:20][C:19]2[C:14](=[CH:15][CH:16]=[C:17]([O:22][CH3:23])[CH:18]=2)[CH:13]=1)(=[O:11])=[O:10].C(OCC)C.[CH2:37]([NH2:41])[CH2:38][CH2:39][CH3:40]>C(O)(=O)C>[N:1]#[N:2].[C:6]([OH:31])(=[O:5])[CH3:7].[CH3:23][O:22][C:17]1[CH:18]=[C:19]2[C:14](=[CH:15][CH:16]=1)[CH:13]=[C:12]([S:9]([NH:8][C@H:7]([C:6]([NH:41][CH2:37][CH2:38][CH2:39][CH3:40])=[O:5])[CH2:24][CH2:25][CH2:26][NH:27][C:28](=[NH:30])[NH2:29])(=[O:11])=[O:10])[CH:21]=[CH:20]2 |f:0.1.2,6.7.8|. Procedure details: A 1.0 gram amount of N2 -(6-methoxy-2-naphthalene-sulfonyl)-L-arginine methyl ester hydrochloride was dissolved in 2 ml of butylamine with vigorous agitation. After the resulting solution was allowed to stand at room temperature for 2 days, the butylamine was removed in vacuo and the residual syrup was washed well with 5 ml of water to obtain a powdery product. And then this powder was dissolved in minimum volume of acetic acid. To this solution ethyl ether was added to precipitate the viscous o...